From a dataset of the Open Reaction Database (ORD), a public repository of structured organic reaction records. describe an organic reaction: reactants, conditions, products, and yield Reactants: FC(C(=O)O)(F)F (Trifluoroacetic acid), FC(C=1N=CC(=NC1)C(=O)OC(C)(C)C)F (t-butyl 5-difluoromethylpyrazine-2-carboxylate), CCOCC (Ether), [OH-].[Na+] (sodium hydroxide). The solvent is ClCCl (dichloromethane). Reaction conditions: time 5 hour. Product: FC(C=1N=CC(=NC1)C(=O)O)F (5-difluoromethylpyrazine-2-carboxylic acid). The yield is 75.6%. As a reaction SMILES: FC(F)(F)C(O)=O.[F:8][CH:9]([F:23])[C:10]1[N:11]=[CH:12][C:13]([C:16]([O:18]C(C)(C)C)=[O:17])=[N:14][CH:15]=1.CCOCC.[OH-].[Na+]>ClCCl>[F:23][CH:9]([F:8])[C:10]1[N:11]=[CH:12][C:13]([C:16]([OH:18])=[O:17])=[N:14][CH:15]=1 |f:3.4|. Procedure: Trifluoroacetic acid (1 mL) was added to a solution of t-butyl 5-difluoromethylpyrazine-2-carboxylate (175 mg) in dichloromethane (1 mL), and the mixture was stirred at room temperature for five hours. Ether and 5 N sodium hydroxide were added to the reaction solution. The aqueous layer was separated and made acidic with 5 N hydrochloric acid. Ethyl acetate was added to the aqueous layer, and the organic layer was separated. The organic layer was dried over anhydrous magnesium sulfate, and the i... Starting materials: BrC1=CC=C(O1)C1=NC=C(C#N)C=C1 (6-(5-Bromo-furan-2-yl)-nicotinonitrile), aqueous solution, C(=O)([O-])[O-].[Na+].[Na+] (Na2CO3), ( 20 ), ( 20 ), CN(C)C=O (DMF), C(#N)C1=CC=C(C=C1)B(O)O (4-cyanophenyl boronic acid), ( 10 ). The reagents and catalysts are [Pd].C1(=CC=CC=C1)P(C1=CC=CC=C1)C1=CC=CC=C1.C1(=CC=CC=C1)P(C1=CC=CC=C1)C1=CC=CC=C1.C1(=CC=CC=C1)P(C1=CC=CC=C1)C1=CC=CC=C1.C1(=CC=CC=C1)P(C1=CC=CC=C1)C1=CC=CC=C1 (tetrakis(triphenylphosphine) palladium). Run in C1(=CC=CC=C1)C (toluene), CO (methanol). Reaction conditions: temperature 80 celsius. Product: C(#N)C1=CC=C(C=C1)C1=CC=C(O1)C1=NC=C(C#N)C=C1 (6-[5-(4-Cyano-phenyl)-furan-2-yl]-nicotinonitrile). The yield is 76.0%. RXN SMILES: Br[C:2]1[O:6][C:5]([C:7]2[CH:14]=[CH:13][C:10]([C:11]#[N:12])=[CH:9][N:8]=2)=[CH:4][CH:3]=1.C([O-])([O-])=O.[Na+].[Na+].[C:21]([C:23]1[CH:28]=[CH:27][C:26](B(O)O)=[CH:25][CH:24]=1)#[N:22].CN(C=O)C>C1(C)C=CC=CC=1.CO.[Pd].C1(P(C2C=CC=CC=2)C2C=CC=CC=2)C=CC=CC=1.C1(P(C2C=CC=CC=2)C2C=CC=CC=2)C=CC=CC=1.C1(P(C2C=CC=CC=2)C2C=CC=CC=2)C=CC=CC=1.C1(P(C2C=CC=CC=2)C2C=CC=CC=2)C=CC=CC=1>[C:21]([C:23]1[CH:28]=[CH:27][C:26]([C:2]2[O:6][C:5]([C:7]3[CH:14]=[CH:13][C:10]([C:11]#[N:12])=[CH:9][N:8]=3)=[CH:4][CH:3]=2)=[CH:25][CH:24]=1)#[N:22] |f:1.2.3,8.9.10.11.12|. Procedure details: Procedure: J. Org. Chem. 49(26), 5237 (1984). Continuing with Scheme 1, a stirred solution of 2 (1.245 g, 5 mmol), and tetrakis(triphenylphosphine) palladium (288 mg) in toluene (10 mL) under a nitrogen atmosphere was added 5 mL of a 2 M aqueous solution of Na2CO3 followed by 4-cyanophenyl boronic acid (821 mg, 4.6 mmol) in 5 mL of methanol. The vigorously stirred mixture was warmed to 80° C. for 24 h, and then cooled, and the precipitate was filtered. The precipitate was partitioned between met... Reactants: ClC1=C(C(=O)O)C=C(C=C1)NC(=O)C=1OC=CC1 (2-chloro-5-(furan-2-carboxamido)benzoic acid), NC1=NC=C(C=C1N)C (2,3-diamino-5-methyl-pyridine). The solvent is polyphosphoric acid. Run at temperature 150 celsius. Yields the product ClC1=C(C=C(C=C1)NC(=O)C=1OC=CC1)C=1NC=2C(=NC=C(C2)C)N1 (N-(4-chloro-3-{6-methyl-1H-imidazo[4,5-b]pyridin-2-yl}phenyl)furan-2-carboxamide). The yield is 5.9%. As a reaction SMILES: [Cl:1][C:2]1[CH:10]=[CH:9][C:8]([NH:11][C:12]([C:14]2[O:15][CH:16]=[CH:17][CH:18]=2)=[O:13])=[CH:7][C:3]=1[C:4](O)=O.[NH2:19][C:20]1[C:25]([NH2:26])=[CH:24][C:23]([CH3:27])=[CH:22][N:21]=1>>[Cl:1][C:2]1[CH:10]=[CH:9][C:8]([NH:11][C:12]([C:14]2[O:15][CH:16]=[CH:17][CH:18]=2)=[O:13])=[CH:7][C:3]=1[C:4]1[NH:26][C:25]2[C:20]([N:19]=1)=[N:21][CH:22]=[C:23]([CH3:27])[CH:24]=2. Procedure details: In a 40 mL vial was transferred 2-chloro-5-(furan-2-carboxamido)benzoic acid (I-1) (1 g, 3.75 mmol) in polyphosphoric acid (10 mL), and the 2,3-diamino-5-methyl-pyridine (578 mg, 4.69 mmols, 1.25 eq) was added. The dark brown reaction mixture was heated at 150° C. for 4 hrs. The reaction mixture was then quenched with solid sodium carbonate and extracted with ethyl acetate (3×50 mL). The organic phases were combined, dried over sodium sulfate and concentrated under reduced pressure. Purification... Procedure details: Ethanol (2.0 mL) and methanesulfonic acid (0.010 mL) were added to the obtained 2-(2-hydroxy-4-(2-(morpholin-4-yl)ethoxy)benzamido)-4-phenylbenzoic acid (0.011 g), followed by stirring at room temperature for 3 hours and 30 minutes. The solvent was evaporated under reduced pressure, and ethanol was added to the obtained residue. The solid substance was collected by filtration to obtain 6.1 mg of 2-(2-hydroxy-4-(2-(morpholin-4-yl)ethoxy)benzamido)-4-phenylbenzoic acid methanesulfonate as a white ... Reaction conditions: time 30 minute. Run in C(C)O (Ethanol). The product is CS(=O)(=O)O.OC1=C(C(=O)NC2=C(C(=O)O)C=CC(=C2)C2=CC=CC=C2)C=CC(=C1)OCCN1CCOCC1 (2-(2-hydroxy-4-(2-(morpholin-4-yl)ethoxy)benzamido)-4-phenylbenzoic acid methanesulfonate). Starting materials: CS(=O)(=O)O (methanesulfonic acid), OC1=C(C(=O)NC2=C(C(=O)O)C=CC(=C2)C2=CC=CC=C2)C=CC(=C1)OCCN1CCOCC1 (2-(2-hydroxy-4-(2-(morpholin-4-yl)ethoxy)benzamido)-4-phenylbenzoic acid). RXN SMILES: [CH3:1][S:2]([OH:5])(=[O:4])=[O:3].[OH:6][C:7]1[CH:30]=[C:29]([O:31][CH2:32][CH2:33][N:34]2[CH2:39][CH2:38][O:37][CH2:36][CH2:35]2)[CH:28]=[CH:27][C:8]=1[C:9]([NH:11][C:12]1[CH:20]=[C:19]([C:21]2[CH:26]=[CH:25][CH:24]=[CH:23][CH:22]=2)[CH:18]=[CH:17][C:13]=1[C:14]([OH:16])=[O:15])=[O:10]>C(O)C>[CH3:1][S:2]([OH:5])(=[O:4])=[O:3].[OH:6][C:7]1[CH:30]=[C:29]([O:31][CH2:32][CH2:33][N:34]2[CH2:39][CH2:38][O:37][CH2:36][CH2:35]2)[CH:28]=[CH:27][C:8]=1[C:9]([NH:11][C:12]1[CH:20]=[C:19]([C:21]2[CH:22]=[CH:23][CH:24]=[CH:25][CH:26]=2)[CH:18]=[CH:17][C:13]=1[C:14]([OH:16])=[O:15])=[O:10] |f:3.4|. RXN SMILES: [CH3:1][C:2]1[NH:3][CH:4]=[C:5]([CH3:10])[C:6]=1[C:7](=[O:9])[CH3:8].I.[CH:12](=O)[CH2:13][CH3:14].CC1NC(C(OCC)=O)=C(C)C=1C>CCOCC.C(O)(=O)C>[CH3:1][C:2]1[NH:3][C:4]([CH2:12][CH2:13][CH3:14])=[C:5]([CH3:10])[C:6]=1[C:7](=[O:9])[CH3:8]. The product is CC=1NC(=C(C1C(C)=O)C)CCC (2,4-Dimethyl-3-acetyl-5-n-Propyl-pyrrole). The reactants are CC=1NC=C(C1C(C)=O)C (2,4-Dimethyl-3-acetyl-pyrrole), I (hydriodic acid), C(CC)=O (propionaldehyde), CC=1NC(=C(C1C)C)C(=O)OCC (2,3,4-trimethyl-5-carbethoxy-pyrrole). Procedure details: 2,4-Dimethyl-3-acetyl-pyrrole (1.02 g), acetic acid (15 ml), aqueous hydriodic acid (25ml) and propionaldehyde (1.74g), were stirred at 25° C. three hours under nitrogen. The work up was the same as that of 2,3,4-trimethyl-5-carbethoxy-pyrrole in Example 4 except that 2 × 50 ml ether were used. Recrystallization from benzene gave the product 0.786 g (59%) m.p. 157°-158°C. The solvent is C(C)(=O)O (acetic acid), CCOCC (ether). Isolated yield 59.0%. Reactants: O1[C@H]2[C@H]([C@@H](C1)O)OC[C@H]2O ((3R,3aS,6R,6aR)-hexahydro-furo[3,2-b]furan-3,6-diol), C=1(C(=CC=CC1)S(=O)(=O)Cl)C (toluenesulfonylchloride), N1=CC=CC=C1 (pyridine). Product: O[C@@H]1CO[C@H]2[C@@H]1OC[C@H]2OS(=O)(=O)C2=CC=C(C=C2)C (Toluene-4-sulfonic acid (3R, 3aS,6R,6aR)-6-hydroxy-hexahydro-furo[3,2-b]furan-3-yl ester). RXN SMILES: [O:1]1[CH2:5][C@@H:4]([OH:6])[C@@H:3]2[O:7][CH2:8][C@@H:9]([OH:10])[C@@H:2]12.[C:11]1(C)[C:12]([S:17](Cl)(=[O:19])=[O:18])=[CH:13][CH:14]=[CH:15][CH:16]=1.N1C=CC=C[CH:23]=1>>[OH:6][C@H:4]1[C@H:3]2[O:7][CH2:8][C@@H:9]([O:10][S:17]([C:12]3[CH:11]=[CH:16][C:15]([CH3:23])=[CH:14][CH:13]=3)(=[O:18])=[O:19])[C@H:2]2[O:1][CH2:5]1. Procedure: A solution of 5 g of (3R,3aS,6R,6aR)-hexahydro-furo[3,2-b]furan-3,6-diol in 50 ml of pyridine is stirred for 16 h with 7.8 g of toluenesulfonylchloride. From the mixture obtained solvent is distilled off and the distillation residue obtained is dissolved in EtAc and extracted with 1N HCl, saturated aqueous NaHCO3-solution and H2O. The organic layer obtained is dried, solvent is evaporated and the evaporation residue is subjected to chromatography. Toluene-4-sulfonic acid (3R, 3aS,6R,6aR)-6-hydro... Reactants: O=C(Nc1nc2cccc(Br)n2n1)c1ccccc1, Nc1nc2cccc(NC3CCCCC3)n2n1, O=C(Cl)c1ccc(N2CCOCC2)nc1. Yields the product O=C(Nc1nc2cccc(NC3CCCCC3)n2n1)c1ccc(N2CCOCC2)nc1. RXN SMILES: [Br:1][c:2]1[n:3]2[n:4][c:5]([NH:6][C:7](=[O:8])[c:9]3[cH:10][cH:11][cH:12][cH:13][cH:14]3)[n:15][c:16]2[cH:17][cH:18][cH:19]1.[CH:20]1([NH:26][c:27]2[cH:28][cH:29][cH:30][c:31]3[n:32]2[n:33][c:34]([NH2:36])[n:35]3)[CH2:21][CH2:22][CH2:23][CH2:24][CH2:25]1.[O:37]1[CH2:38][CH2:39][N:40]([c:43]2[n:44][cH:45][c:46]([C:47](=[O:48])[Cl:49])[cH:50][cH:51]2)[CH2:41][CH2:42]1>>[CH:20]1([NH:26][c:27]2[cH:28][cH:29][cH:30][c:31]3[n:32]2[n:33][c:34]([NH:36][C:47]([c:46]2[cH:45][n:44][c:43]([N:40]4[CH2:39][CH2:38][O:37][CH2:42][CH2:41]4)[cH:51][cH:50]2)=[O:48])[n:35]3)[CH2:21][CH2:22][CH2:23][CH2:24][CH2:25]1.